Dataset: the Open Reaction Database (ORD), a public repository of structured organic reaction records. Task: describe an organic reaction: reactants, conditions, products, and yield Reactants: ClC=1C=C(C=CC1Cl)C1(CC(N(C1)CC1=CC(=C(C(=C1)OC)OC)OC)=O)CCCOC1OCCCC1 (4-(3,4-dichloro-phenyl)-4-[3-(tetrahydro-pyran-2-yloxy)-propyl]-1-(3,4,5-trimethoxy-benzyl)-pyrrolidin-2-one), C1(=CC=C(C=C1)S(=O)(=O)O)C (p-toluenesulfonic acid). Product: ClC=1C=C(C=CC1Cl)C1(CC(N(C1)CC1=CC(=C(C(=C1)OC)OC)OC)=O)CCCO (4-(3,4-dichloro-phenyl)-4-(3-hydroxy-propyl)-1-(3,4,5-trimethoxy-benzyl)-pyrrolidin-2-one). As a reaction SMILES: [Cl:1][C:2]1[CH:3]=[C:4]([C:9]2([CH2:28][CH2:29][CH2:30][O:31]C3CCCCO3)[CH2:13][N:12]([CH2:14][C:15]3[CH:20]=[C:19]([O:21][CH3:22])[C:18]([O:23][CH3:24])=[C:17]([O:25][CH3:26])[CH:16]=3)[C:11](=[O:27])[CH2:10]2)[CH:5]=[CH:6][C:7]=1[Cl:8].C1(C)C=CC(S(O)(=O)=O)=CC=1>>[Cl:1][C:2]1[CH:3]=[C:4]([C:9]2([CH2:28][CH2:29][CH2:30][OH:31])[CH2:13][N:12]([CH2:14][C:15]3[CH:20]=[C:19]([O:21][CH3:22])[C:18]([O:23][CH3:24])=[C:17]([O:25][CH3:26])[CH:16]=3)[C:11](=[O:27])[CH2:10]2)[CH:5]=[CH:6][C:7]=1[Cl:8]. Procedure: Prepare according to the method of example 11.5 using 4-(3,4-dichloro-phenyl)-4-[3-(tetrahydro-pyran-2-yloxy)-propyl]-1-(3,4,5-trimethoxy-benzyl)-pyrrolidin-2-one (3 mmol) and p-toluenesulfonic acid (200 mg). Chromatograph on silica gel to give the title compound.